Dataset: the Open Reaction Database (ORD), a public repository of structured organic reaction records. Task: describe an organic reaction: reactants, conditions, products, and yield Reactants: B, CC(C)(C)OC(=O)N1CCCC1(CC1CC1)C(=O)O, C1CCOC1, CSC. Product: CC(C)(C)OC(=O)N1CCCC1(CO)CC1CC1. RXN SMILES: [BH3:23].[C:1]([CH3:2])([CH3:3])([CH3:4])[O:5][C:6](=[O:7])[N:8]1[C:9]([C:13](=[O:14])[OH:15])([CH2:16][CH:17]2[CH2:18][CH2:19]2)[CH2:10][CH2:11][CH2:12]1.[CH2:24]1[O:25][CH2:26][CH2:27][CH2:28]1.[CH3:20][S:21][CH3:22]>>[C:1]([CH3:2])([CH3:3])([CH3:4])[O:5][C:6](=[O:7])[N:8]1[C:9]([CH2:13][OH:14])([CH2:16][CH:17]2[CH2:18][CH2:19]2)[CH2:10][CH2:11][CH2:12]1. The reactants are C(CCCCCCC)NC(=O)[C@H]1N(CCCCC1)C(=O)OC(C)(C)C ((S)-(−)-1-(tert-Butoxycarbonyl)-2-azepanecarboxylic acid n-octyl amide), FC(C(=O)O)(F)F (Trifluoroacetic acid). Solvent: C(Cl)Cl (methylene chloride). Run at time 7 hour. The product is C(CCCCCCC)NC(=O)[C@H]1NCCCCC1 ((S)-(−)-2-azepanecarboxylic acid n-octyl amide). Reaction SMILES: [CH2:1]([NH:9][C:10]([C@@H:12]1[CH2:18][CH2:17][CH2:16][CH2:15][CH2:14][N:13]1C(OC(C)(C)C)=O)=[O:11])[CH2:2][CH2:3][CH2:4][CH2:5][CH2:6][CH2:7][CH3:8].FC(F)(F)C(O)=O>C(Cl)Cl>[CH2:1]([NH:9][C:10]([C@@H:12]1[CH2:18][CH2:17][CH2:16][CH2:15][CH2:14][NH:13]1)=[O:11])[CH2:2][CH2:3][CH2:4][CH2:5][CH2:6][CH2:7][CH3:8]. Reported procedure: (S)-(−)-1-(tert-Butoxycarbonyl)-2-azepanecarboxylic acid n-octyl amide (2) (1.00 g; 2.82 mmol) is dissolved in methylene chloride (40 mL) at ambient temperature. Trifluoroacetic acid (20 mL) is added and the solution is stirred for 7 hours at ambient temperature. The solution is concentrated in vacuo at 40° C. The residue is dissolved in methylene chloride (200 mL) and poured onto saturated sodium bicarbonate solution. The pH is adjusted to 9 with saturated potassium carbonate solution. The mixt...